From a dataset of the Open Reaction Database (ORD), a public repository of structured organic reaction records. describe an organic reaction: reactants, conditions, products, and yield Starting materials: BrC=1C(=NC=C(C(=O)NC2=CC=C(C=C2)C(C(F)(F)F)(F)F)C1)N1C[C@@H](CC1)O ((R)-5-bromo-6-(3-hydroxypyrrolidin-1-yl)-N-(4-(perfluoroethyl)phenyl)nicotinamide), CC1(OB(OC1(C)C)C=1C=NC=C(C#N)C1)C (5-(4,4,5,5-tetramethyl-1,3,2-dioxaborolan-2-yl)nicotinonitrile). The product is C(#N)C=1C=C(C=NC1)C=1C(=NC=C(C1)C(=O)NC1=CC=C(C=C1)C(C(F)(F)F)(F)F)N1C[C@@H](CC1)O ((R)-5′-Cyano-2-(3-hydroxypyrrolidin-1-yl)-N-(4-(perfluoroethyl)phenyl)-[3,3′-bipyridine]-5-carboxamide). As a reaction SMILES: Br[C:2]1[C:3]([N:24]2[CH2:28][CH2:27][C@@H:26]([OH:29])[CH2:25]2)=[N:4][CH:5]=[C:6]([CH:23]=1)[C:7]([NH:9][C:10]1[CH:15]=[CH:14][C:13]([C:16]([F:22])([F:21])[C:17]([F:20])([F:19])[F:18])=[CH:12][CH:11]=1)=[O:8].CC1(C)C(C)(C)OB([C:38]2[CH:39]=[N:40][CH:41]=[C:42]([CH:45]=2)[C:43]#[N:44])O1>>[C:43]([C:42]1[CH:45]=[C:38]([C:2]2[C:3]([N:24]3[CH2:28][CH2:27][C@@H:26]([OH:29])[CH2:25]3)=[N:4][CH:5]=[C:6]([C:7]([NH:9][C:10]3[CH:11]=[CH:12][C:13]([C:16]([F:21])([F:22])[C:17]([F:18])([F:19])[F:20])=[CH:14][CH:15]=3)=[O:8])[CH:23]=2)[CH:39]=[N:40][CH:41]=1)#[N:44]. Procedure: The title compound was prepared in an analogous fashion to that described in Example 151 using (R)-5-bromo-6-(3-hydroxypyrrolidin-1-yl)-N-(4-(perfluoroethyl)phenyl)nicotinamide (Stage 208.1) and 5-(4,4,5,5-tetramethyl-1,3,2-dioxaborolan-2-yl)nicotinonitrile to afford a yellow solid. UPLC-MS (Condition 3) tR=1.08 min, m/z=504.4 [M+H]+, m/z=502.3 [M−H]−; 1H-NMR (400 MHz, DMSO-d6) δ ppm 1.69-1.80 (m, 1H) 1.80-1.92 (m, 1H) 2.86 (d, J=11.25 Hz, 1H) 3.16-3.28 (m, 2H) 3.39 (m, J=9.29 Hz, 1H) 4.21 (br. ...